This data is from the Open Reaction Database (ORD), a public repository of structured organic reaction records. The task is: describe an organic reaction: reactants, conditions, products, and yield Reactants: COC(COCC1(CCN(CC1)C(=O)OC1C2CC3CC(CC1C3)C2)C2=CC=CC=C2)=O (2-adamantyl 4-((2-methoxy-2-oxoethoxy)methyl)-4-phenylpiperidine-1-carboxylate), O[Li].O (LiOH.H2O), O (water), CC[NH+](CC)CC.CC[NH+](CC)CC.C(=O)([O-])[O-] (MP-carbonate resin). The solvent is C1CCOC1 (THF), CO (MeOH), CO (MeOH), C(Cl)Cl (CH2Cl2). Run at time 18 hour. The product is C12C(C3CC(CC(C1)C3)C2)OC(=O)N2CCC(CC2)(C2=CC=CC=C2)COCC(=O)O (2-((1-(2-adamantyloxycarbonyl)-4-phenylpiperidin-4-yl)methoxy)acetic acid). Isolated yield 4.4%. RXN SMILES: C[O:2][C:3](=[O:32])[CH2:4][O:5][CH2:6][C:7]1([C:26]2[CH:31]=[CH:30][CH:29]=[CH:28][CH:27]=2)[CH2:12][CH2:11][N:10]([C:13]([O:15][CH:16]2[CH:23]3[CH2:24][CH:19]4[CH2:20][CH:21]([CH2:25][CH:17]2[CH2:18]4)[CH2:22]3)=[O:14])[CH2:9][CH2:8]1.O[Li].O.O.CC[NH+](CC)CC.CC[NH+](CC)CC.C([O-])([O-])=O>C1COCC1.CO.C(Cl)Cl>[CH:17]12[CH2:25][CH:21]3[CH2:20][CH:19]([CH2:24][CH:23]([CH2:22]3)[CH:16]1[O:15][C:13]([N:10]1[CH2:9][CH2:8][C:7]([CH2:6][O:5][CH2:4][C:3]([OH:32])=[O:2])([C:26]3[CH:27]=[CH:28][CH:29]=[CH:30][CH:31]=3)[CH2:12][CH2:11]1)=[O:14])[CH2:18]2 |f:1.2,4.5.6|. Procedure: To a stirred solution of 2-adamantyl 4-((2-methoxy-2-oxoethoxy)methyl)-4-phenylpiperidine-1-carboxylate (17.5 mg, 0.04 mmol) in THF (0.5 mL) and MeOH (1 mL) were added LiOH.H2O (8.3 mg, 0.2 mmol) and water (0.5 mL). The mixture was stirred at rt for 18 h and submitted directly to prep HPLC. The product from prep HPLC (8.3 mg) was stirred gently with MP-carbonate resin (75 mg), MeOH (2 mL) and CH2Cl2 (2 mL) for 22 h. The mixture was filtered and the resin beads collected were resuspended in 20:1 ...